This data is from the Open Reaction Database (ORD), a public repository of structured organic reaction records. The task is: describe an organic reaction: reactants, conditions, products, and yield RXN SMILES: [CH3:38][O:39][C:40]([CH3:41])([CH3:42])[O:43][CH3:44].[CH3:45][c:46]1[cH:47][cH:48][c:49]([S:50](=[O:51])(=[O:52])[OH:53])[cH:54][cH:55]1.[CH3:56][C:57](=[O:58])[CH3:59].[Cl:1][c:2]1[n:3][c:4]([NH:23][CH2:24][CH:25]([c:26]2[cH:27][cH:28][cH:29][cH:30][cH:31]2)[c:32]2[cH:33][cH:34][cH:35][cH:36][cH:37]2)[c:5]2[n:6][cH:7][n:8]([CH:11]3[CH:12]([OH:22])[CH:13]([OH:21])[CH:14]([NH:16][C:17]([CH2:18][CH3:19])=[O:20])[CH2:15]3)[c:9]2[n:10]1>>[Cl:1][c:2]1[n:3][c:4]([NH:23][CH2:24][CH:25]([c:26]2[cH:27][cH:28][cH:29][cH:30][cH:31]2)[c:32]2[cH:33][cH:34][cH:35][cH:36][cH:37]2)[c:5]2[n:6][cH:7][n:8]([CH:11]3[CH:12]4[CH:13]([CH:14]([NH:16][C:17]([CH2:18][CH3:19])=[O:20])[CH2:15]3)[O:21][C:40]([CH3:41])([CH3:42])[O:22]4)[c:9]2[n:10]1. Reactants: COC(C)(C)OC, Cc1ccc(S(=O)(=O)O)cc1, CC(C)=O, CCC(=O)NC1CC(n2cnc3c(NCC(c4ccccc4)c4ccccc4)nc(Cl)nc32)C(O)C1O. Product: CCC(=O)NC1CC(n2cnc3c(NCC(c4ccccc4)c4ccccc4)nc(Cl)nc32)C2OC(C)(C)OC12. The reactants are COC1(c2ccc(C)c(Cc3ccc(-c4ccc(F)cc4)s3)c2)OC(CO[Si](C)(C)C(C)(C)C)C(OCc2ccccc2)C(OCc2ccccc2)C1OCc1ccccc1, CC(=O)Cl, CO. Yields the product COC1(c2ccc(C)c(Cc3ccc(-c4ccc(F)cc4)s3)c2)OC(CO)C(OCc2ccccc2)C(OCc2ccccc2)C1OCc1ccccc1. RXN SMILES: [CH2:1]([c:2]1[cH:3][cH:4][cH:5][cH:6][cH:7]1)[O:8][CH:9]1[CH:10]([CH2:53][O:54][Si:55]([C:56]([CH3:57])([CH3:58])[CH3:59])([CH3:60])[CH3:61])[O:11][C:12]([O:31][CH3:32])([c:33]2[cH:34][c:35]([CH2:40][c:41]3[s:42][c:43](-[c:46]4[cH:47][cH:48][c:49]([F:52])[cH:50][cH:51]4)[cH:44][cH:45]3)[c:36]([CH3:39])[cH:37][cH:38]2)[CH:13]([O:23][CH2:24][c:25]2[cH:26][cH:27][cH:28][cH:29][cH:30]2)[CH:14]1[O:15][CH2:16][c:17]1[cH:18][cH:19][cH:20][cH:21][cH:22]1.[CH3:62][C:63](=[O:64])[Cl:65].[CH3:66][OH:67]>>[CH2:1]([c:2]1[cH:3][cH:4][cH:5][cH:6][cH:7]1)[O:8][CH:9]1[CH:10]([CH2:53][OH:54])[O:11][C:12]([O:31][CH3:32])([c:33]2[cH:34][c:35]([CH2:40][c:41]3[s:42][c:43](-[c:46]4[cH:47][cH:48][c:49]([F:52])[cH:50][cH:51]4)[cH:44][cH:45]3)[c:36]([CH3:39])[cH:37][cH:38]2)[CH:13]([O:23][CH2:24][c:25]2[cH:26][cH:27][cH:28][cH:29][cH:30]2)[CH:14]1[O:15][CH2:16][c:17]1[cH:18][cH:19][cH:20][cH:21][cH:22]1.